From a dataset of the Open Reaction Database (ORD), a public repository of structured organic reaction records. describe an organic reaction: reactants, conditions, products, and yield Reaction SMILES: [C:14]([CH3:15])([CH3:16])([CH3:17])[Si:18]([CH3:19])([CH3:20])[Cl:21].[CH3:23][N:24]([CH3:25])[CH:26]=[O:27].[OH2:22].[OH:1][c:2]1[c:3](=[O:8])[nH:4][cH:5][cH:6][cH:7]1.[nH:9]1[cH:10][cH:11][n:12][cH:13]1>>[O:1]([c:2]1[c:3](=[O:8])[nH:4][cH:5][cH:6][cH:7]1)[Si:18]([C:14]([CH3:15])([CH3:16])[CH3:17])([CH3:19])[CH3:20]. Reactants: CC(C)(C)[Si](C)(C)Cl, CN(C)C=O, O, O=c1[nH]cccc1O, c1c[nH]cn1. Yields the product CC(C)(C)[Si](C)(C)Oc1ccc[nH]c1=O. Reactants: COC(=O)c1nc(-c2ccc(Cl)c(SC)c2F)nc(N)c1Cl, OC(F)(F)CF, [Na+], [Na+], OO, O=S([O-])[O-]. Product: COC(=O)c1nc(-c2ccc(Cl)c(S(C)=O)c2F)nc(N)c1Cl. Reaction SMILES: [CH3:1][O:2][C:3](=[O:4])[c:5]1[n:6][c:7](-[c:13]2[c:14]([F:22])[c:15]([S:20][CH3:21])[c:16]([Cl:19])[cH:17][cH:18]2)[n:8][c:9]([NH2:12])[c:10]1[Cl:11].[F:31][CH2:32][C:33]([F:34])([F:35])[OH:36].[Na+:29].[Na+:30].[OH:23][OH:24].[S:25](=[O:26])([O-:27])[O-:28]>>[CH3:1][O:2][C:3](=[O:4])[c:5]1[n:6][c:7](-[c:13]2[c:14]([F:22])[c:15]([S:20]([CH3:21])=[O:26])[c:16]([Cl:19])[cH:17][cH:18]2)[n:8][c:9]([NH2:12])[c:10]1[Cl:11]. Starting materials: Br[Mg]c1ccccc1, C1CCOC1, CON(C)C(=O)C1CCCN(C(=O)OC(C)(C)C)C1, Cl. Yields the product CC(C)(C)OC(=O)N1CCCC(C(=O)c2ccccc2)C1. RXN SMILES: [Br:20][Mg:21][c:22]1[cH:23][cH:24][cH:25][cH:26][cH:27]1.[CH2:29]1[O:30][CH2:31][CH2:32][CH2:33]1.[CH3:1][O:2][N:3]([C:4](=[O:5])[CH:6]1[CH2:7][N:8]([C:12](=[O:13])[O:14][C:15]([CH3:16])([CH3:17])[CH3:18])[CH2:9][CH2:10][CH2:11]1)[CH3:19].[ClH:28]>>[C:4](=[O:5])([CH:6]1[CH2:7][N:8]([C:12](=[O:13])[O:14][C:15]([CH3:16])([CH3:17])[CH3:18])[CH2:9][CH2:10][CH2:11]1)[c:22]1[cH:23][cH:24][cH:25][cH:26][cH:27]1.